This data is from the Open Reaction Database (ORD), a public repository of structured organic reaction records. The task is: describe an organic reaction: reactants, conditions, products, and yield Starting materials: CCOC(=O)CC1=CSc2cc([N+](=O)[O-])ccc2N1, CCO, Cl, Cl[Sn]Cl. The product is CCOC(=O)CC1=CSc2cc(N)ccc2N1. As a reaction SMILES: [CH2:1]([CH3:2])[O:3][C:4]([CH2:5][C:6]1=[CH:7][S:8][c:9]2[c:10]([cH:12][cH:13][c:14]([N+:16]([O-:17])=[O:18])[cH:15]2)[NH:11]1)=[O:19].[CH3:24][CH2:25][OH:26].[ClH:23].[Sn:20]([Cl:21])[Cl:22]>>[CH2:1]([CH3:2])[O:3][C:4]([CH2:5][C:6]1=[CH:7][S:8][c:9]2[c:10]([cH:12][cH:13][c:14]([NH2:16])[cH:15]2)[NH:11]1)=[O:19]. Reactants: solution, CCOCC (ether), C(C1=CC=CC=C1)N1C(=NC=C1)CO (1-benzyl-2-hydroxymethylimidazole). Reagents/catalysts: CC[N+](CC)(CC)CC1=CC=CC=C1.[Cl-] (TEBAC). Run in [OH-].[Na+] (NaOH), C1(=CC=CC=C1)C (toluene). Reaction conditions: time 24 hour. Yields the product C(C1=CC=CC=C1)N1C(=NC=C1)COCCOC=C (1-benzyl-2-(vinyloxyethyloxymethyl)imidazole). The yield is 85.0%. As a reaction SMILES: [CH2:1]([N:8]1[CH:12]=[CH:11][N:10]=[C:9]1[CH2:13][OH:14])[C:2]1[CH:7]=[CH:6][CH:5]=[CH:4][CH:3]=1.[CH3:15][CH2:16][O:17][CH2:18][CH3:19]>CC[N+](CC1C=CC=CC=1)(CC)CC.[Cl-].C1(C)C=CC=CC=1.[OH-].[Na+]>[CH2:1]([N:8]1[CH:12]=[CH:11][N:10]=[C:9]1[CH2:13][O:14][CH2:19][CH2:18][O:17][CH:16]=[CH2:15])[C:2]1[CH:3]=[CH:4][CH:5]=[CH:6][CH:7]=1 |f:2.3,5.6|. Reported procedure: 0.54 g of TEBAC (2.4×10−3 mol) and 5.6 g of CEVE (0.05 mol) are added to a solution of 1-benzyl-2-hydroxymethylimidazole (4.7 g, 0.024 mol.) in toluene (15 ml). A basic solution 20 N in NaOH (100 ml) is then added in the medium and the heterogeneous mixture is brought to 90° C. for 24 h with vigorous stirring. After cooling, the solution is diluted with 250 ml of decanted ether, then the organic phase is washed with water until pH=7 (10×100 ml). The organic phase is dried on Na2SO4, filtered, th... Starting materials: C(C1=CC=CC=C1)OC([C@H](CCCN1CCCCC1)NC(=O)OC(C)(C)C)=O (N-t-butoxycarbonyl-(S)-2-amino-5-(1-piperidinyl)pentanoic acid benzyl ester). The reagents and catalysts are [C].[Pd] (palladium-carbon). Solvent: C(C)O (ethanol). Reaction conditions: time 1 hour. Yields the product C(C)(C)(C)OC(=O)N[C@H](C(=O)O)CCCN1CCCCC1 (N-t-butoxycarbonyl-(S)-2-amino-5-(1-piperidinyl)pentanoic acid). RXN SMILES: C([O:8][C:9](=[O:28])[C@@H:10]([NH:20][C:21]([O:23][C:24]([CH3:27])([CH3:26])[CH3:25])=[O:22])[CH2:11][CH2:12][CH2:13][N:14]1[CH2:19][CH2:18][CH2:17][CH2:16][CH2:15]1)C1C=CC=CC=1>C(O)C.[C].[Pd]>[C:24]([O:23][C:21]([NH:20][C@@H:10]([CH2:11][CH2:12][CH2:13][N:14]1[CH2:15][CH2:16][CH2:17][CH2:18][CH2:19]1)[C:9]([OH:28])=[O:8])=[O:22])([CH3:27])([CH3:25])[CH3:26] |f:2.3|. Procedure details: To a solution of crude N-t-butoxycarbonyl-(S)-2-amino-5-(1-piperidinyl)pentanoic acid benzyl ester in ethanol (1.5 mL) was added 5% palladium-carbon (15.0 mg) and the mixture was stirred for 1 hour under hydrogen atmosphere. The insoluble materials were removed by suction filtration using selite, and the residue was washed with ethanol (10 mL). The filtrate and washings were collected and concentrated under vacuum to obtain crude N-t-butoxycarbonyl-(S)-2-amino-5-(1-piperidinyl)pentanoic acid (69... Reactants: Cl (hydrochloric acid), C(CC(=O)OCC)(=O)OCC (diethyl malonate), CS(=O)(=O)O.C(CC)OC1=C(C(=N)N)C=CC=C1 (2-propoxybenzamidine methanesulfonate), [O-]CC.[Na+] (sodium ethoxide). Solvent: C(C)O (ethanol), O (water). Product: OC1=NC(=NC(=C1)O)C1=C(C=CC=C1)OCCC (4,6-Dihydroxy-2-(2-propoxyphenyl)pyrimidine). As a reaction SMILES: [C:1](OCC)(=[O:8])[CH2:2][C:3](OCC)=[O:4].CS(O)(=O)=O.[CH2:17]([O:20][C:21]1[CH:29]=[CH:28][CH:27]=[CH:26][C:22]=1[C:23]([NH2:25])=[NH:24])[CH2:18][CH3:19].[O-]CC.[Na+].Cl>C(O)C.O>[OH:4][C:3]1[CH:2]=[C:1]([OH:8])[N:25]=[C:23]([C:22]2[CH:26]=[CH:27][CH:28]=[CH:29][C:21]=2[O:20][CH2:17][CH2:18][CH3:19])[N:24]=1 |f:1.2,3.4|. Reported procedure: A stirred mixture of diethyl malonate (17.62 g), 2-propoxybenzamidine methanesulfonate (29.03 g) and sodium ethoxide in ethanol (from sodium, 6.9 g, and ethanol, 150 ml) was heated under reflux for 6 hours. The cooled reaction mixture was evaporated under reduced pressure to yield a residue which was dissolved in water. Concentrated hydrochloric acid was added to the aqueous solution to yield the title compound, 21.56 g. A sample (0.5 g) of this material was recrystallized twice from methanol to... Starting materials: N(C1=CC=CC=C1)CC(=O)N (anilinoacetamide), N1C=NCC1 (imidazoline), C([O-])(O)=O.[K+] (potassium bicarbonate), N#CBr (cyanogen bromide). Run in C(C)O (ethanol), C(C)O (ethanol), C(C)O (ethanol), C(C)O.CO (ethanol methanol). Product: C1(=CC=CC=C1)N1C(N=C(C1)N)=O (1-Phenyl-4-amino-2-oxo-3-imidazoline). RXN SMILES: [NH:1]([CH2:8][C:9]([NH2:11])=O)[C:2]1[CH:7]=[CH:6][CH:5]=[CH:4][CH:3]=1.[C:12](=[O:15])(O)[O-].[K+].[N:17]#CBr.N1CCN=C1>C(O)C.C(O)C.CO>[C:2]1([N:1]2[CH2:8][C:9]([NH2:11])=[N:17][C:12]2=[O:15])[CH:7]=[CH:6][CH:5]=[CH:4][CH:3]=1 |f:1.2,6.7|. Procedure details: To a mixture of 3.75 g. of anilinoacetamide, 2.5 g. of potassium bicarbonate and 40 ml. of ethanol was added dropwise 2.7 g. of cyanogen bromide in 20 ml. of ethanol. This mixture was heated to reflux overnight. On cooling, a light tan precipitate formed in the flask. The precipitate was filtered, washed with ethanol, water, and dried overnight. The yield of product, m.p. 277°-9° C. was 3.3 g. (75%). The mass spectrum of the compound gave a parent ion at m/e 175. An analytical sample was prepare... The reactants are FC1=CC=C2C(C(N(C2=C1)CC(=O)OC(C)(C)C)=O)=O (tert-butyl 2-(6-fluoro-2,3-dioxoindolin-1-yl)acetate), N1CCOCC1 (morpholine), C(C)(=O)OCC (Ethyl acetate). The solvent is CS(=O)C (DMSO). Conditions: time 24 hour. The product is O1CCN(CC1)C1=CC=C2C(C(N(C2=C1)CC(=O)OC(C)(C)C)=O)=O (tert-butyl 2-(6-morpholino-2,3-dioxoindolin-1-yl)acetate), 0. Yield: 80.7%. As a reaction SMILES: F[C:2]1[CH:10]=[C:9]2[C:5]([C:6](=[O:20])[C:7](=[O:19])[N:8]2[CH2:11][C:12]([O:14][C:15]([CH3:18])([CH3:17])[CH3:16])=[O:13])=[CH:4][CH:3]=1.[NH:21]1[CH2:26][CH2:25][O:24][CH2:23][CH2:22]1.C(OCC)(=O)C>CS(C)=O>[O:24]1[CH2:25][CH2:26][N:21]([C:2]2[CH:10]=[C:9]3[C:5]([C:6](=[O:20])[C:7](=[O:19])[N:8]3[CH2:11][C:12]([O:14][C:15]([CH3:18])([CH3:17])[CH3:16])=[O:13])=[CH:4][CH:3]=2)[CH2:22][CH2:23]1. Reported procedure: To a solution of tert-butyl 2-(6-fluoro-2,3-dioxoindolin-1-yl)acetate (0.400 g, 1.432 mmol) in DMSO (10 ml), morpholine (1.248 ml, 14.32 mmol) was added drop wise at room temperature. The resulting orange mixture was stirred at room temperature for 24 hours. Ethyl acetate (50 ml) was added and the solution was washed with brine (3×30 ml); the organic phase was dried over sodium sulfate, filtered and concentrated under vacuum. The crude was purified by silica gel flash chromatography (DCM:MeOH=98...